Task: describe an organic reaction: reactants, conditions, products, and yield. Dataset: the Open Reaction Database (ORD), a public repository of structured organic reaction records Reactants: C(C)(C)(C)OC(=O)NCCN(CC=C)C(C(F)(F)F)=O (N-(t-butyloxycarbonyl)-N'-(trifluoroacetyl)-N'-(allyl)-ethylenediamine), FC(C(=O)O)(F)F (trifluoroacetic acid). Solvent: C(Cl)Cl (methylene chloride). Conditions: time 1 hour. Product: FC(C(=O)O)(F)F.FC(C(=O)N(CCN)CC=C)(F)F (N'-(trifluoroacetyl)-N'-(allyl)-ethylenediamine trifluoroacetate). Reaction SMILES: C(OC([NH:8][CH2:9][CH2:10][N:11]([C:15](=[O:20])[C:16]([F:19])([F:18])[F:17])[CH2:12][CH:13]=[CH2:14])=O)(C)(C)C.[F:21][C:22]([F:27])([F:26])[C:23]([OH:25])=[O:24]>C(Cl)Cl>[F:21][C:22]([F:27])([F:26])[C:23]([OH:25])=[O:24].[F:17][C:16]([F:18])([F:19])[C:15]([N:11]([CH2:12][CH:13]=[CH2:14])[CH2:10][CH2:9][NH2:8])=[O:20] |f:3.4|. Reported procedure: Dissolve N-(t-butyloxycarbonyl)-N'-(trifluoroacetyl)-N'-(allyl)-ethylenediamine (1.95 mmol) in methylene chloride (7 mL) and add trifluoroacetic acid (2.6 mL). Stir at room temperature for 1 hour then evaporate the solvent in vacuo to give N'-(trifluoroacetyl)-N'-(allyl)-ethylenediamine trifluoroacetate Reactants: CC(=O)N1C(=O)Cc2ccc(Cl)cc21, N, [NH4+], O=[N+]([O-])[O-], O, O=S(=O)(O)O. The product is CC(=O)N1C(=O)Cc2cc([N+](=O)[O-])c(Cl)cc21. Reaction SMILES: [C:1]([CH3:2])(=[O:3])[N:4]1[C:5](=[O:14])[CH2:6][c:7]2[cH:8][cH:9][c:10]([Cl:13])[cH:11][c:12]21.[NH3:21].[NH4+:15].[O-:16][N+:17]([O-:18])=[O:19].[OH2:20].[S:22](=[O:23])(=[O:24])([OH:25])[OH:26]>>[C:1]([CH3:2])(=[O:3])[N:4]1[C:5](=[O:14])[CH2:6][c:7]2[cH:8][c:9]([N+:17](=[O:16])[O-:18])[c:10]([Cl:13])[cH:11][c:12]21. The reactants are CC=1N=CSC1CO (4-methyl-5-(hydroxymethyl)-thiazole), ClCC(=O)C1=CC=CC=C1 (2-chloroacetophenone), C(C)#N (Acetonitrile). Run in COC(C)(C)C (tert-butyl methyl ether). Reaction conditions: temperature 110 celsius, time 15 minute. Product: [Cl-].C1(=CC=CC=C1)C(C[N+]1=CSC(=C1C)CO)=O (3-(2-Phenyl-2-oxoethyl)-4-methyl-5-(hydroxymethyl)-thiazolium chloride). RXN SMILES: [CH3:1][C:2]1[N:3]=[CH:4][S:5][C:6]=1[CH2:7][OH:8].[Cl:9][CH2:10][C:11]([C:13]1[CH:18]=[CH:17][CH:16]=[CH:15][CH:14]=1)=[O:12].C(#N)C>COC(C)(C)C>[Cl-:9].[C:13]1([C:11](=[O:12])[CH2:10][N+:3]2[C:2]([CH3:1])=[C:6]([CH2:7][OH:8])[S:5][CH:4]=2)[CH:18]=[CH:17][CH:16]=[CH:15][CH:14]=1 |f:4.5|. Procedure: The neat reaction of 4-methyl-5-(hydroxymethyl)-thiazole (590 mg, 4.57 mmoL) and 2-chloroacetophenone (710 mg, 4.59 mmoL) was heated at 110° C. The mixture solidified within 15 minutes. Acetonitrile (10 mL) was added and the mixture refluxed for another 3 hrs. It was cooled to room temperature and tert-butyl methyl ether (5 mL) was added and the reaction mixture was left overnight at room temperature. The product crystallized was filtered and washed well with a mixture of hexanes:EtOAc (1:1, v/v... Reactants: CN1CC(CC2COC(C)(C)N2C(=O)OC(C)(C)C)CCC1=O, CO. Product: CN1CC(CC(CO)NC(=O)OC(C)(C)C)CCC1=O. RXN SMILES: [CH3:1][C:2]1([CH3:23])[O:3][CH2:4][CH:5]([CH2:14][CH:15]2[CH2:16][N:17]([CH3:22])[C:18](=[O:21])[CH2:19][CH2:20]2)[N:6]1[C:7](=[O:8])[O:9][C:10]([CH3:11])([CH3:12])[CH3:13].[CH3:24][OH:25]>>[OH:3][CH2:4][CH:5]([NH:6][C:7](=[O:8])[O:9][C:10]([CH3:11])([CH3:12])[CH3:13])[CH2:14][CH:15]1[CH2:16][N:17]([CH3:22])[C:18](=[O:21])[CH2:19][CH2:20]1. Reactants: C(C)(C)(C)[Si](OCCCSC)(C)C (tert-butyldimethyl(3-(methylthio)propoxy)silane), [O-]I(=O)(=O)=O.[Na+] (sodium (meta)periodate). Run in O.CO (water MeOH). Run at temperature 0 celsius, time 20 hour. The product is C(C)(C)(C)[Si](OCCCS(=O)C)(C)C (tert-Butyldimethyl(3-(methylsulfinyl)propoxy)silane). As a reaction SMILES: [C:1]([Si:5]([CH3:13])([CH3:12])[O:6][CH2:7][CH2:8][CH2:9][S:10][CH3:11])([CH3:4])([CH3:3])[CH3:2].[O-:14]I(=O)(=O)=O.[Na+]>O.CO>[C:1]([Si:5]([CH3:12])([CH3:13])[O:6][CH2:7][CH2:8][CH2:9][S:10]([CH3:11])=[O:14])([CH3:4])([CH3:3])[CH3:2] |f:1.2,3.4|. Reported procedure: A solution of tert-butyldimethyl(3-(methylthio)propoxy)silane (0.1 mol) in water/MeOH (3:2, 500 mL) at 0° C. was added sodium (meta)periodate (˜30 g). The reaction mixture was stirred first at 0° C. for 20 hours, then at room temperature for 3 hours. The reaction mixture was then filtered and the filtrate was concentrated under reduced pressure to remove the most of the organic solvent. The aqueous residue was then extracted with CHCl3 (2×) and the combined organic extracts were dried with anhyd... The reactants are ClC=1C=C(C=C(C1)Cl)C1=NOC(C1)(C(F)(F)F)C1=CC(=C(C(=O)OC)C=C1)[N+](=O)[O-] (methyl 4-[3-(3,5-dichlorophenyl)-5-trifluoromethyl-4,5-dihydro-isoxazol-5-yl]-2-nitrobenzoate), [OH-].[Li+] (lithium hydroxide). The solvent is O1CCCC1 (tetrahydrofuran), O (water). The product is ClC=1C=C(C=C(C1)Cl)C1=NOC(C1)(C(F)(F)F)C1=CC(=C(C(=O)O)C=C1)[N+](=O)[O-] (4-[3-(3,5-dichlorophenyl)-5-trifluoromethyl-4,5-dihydro-isoxazol-5-yl]-2-nitrobenzoic acid). The yield is 388.3%. As a reaction SMILES: [Cl:1][C:2]1[CH:3]=[C:4]([C:9]2[CH2:13][C:12]([C:18]3[CH:27]=[CH:26][C:21]([C:22]([O:24]C)=[O:23])=[C:20]([N+:28]([O-:30])=[O:29])[CH:19]=3)([C:14]([F:17])([F:16])[F:15])[O:11][N:10]=2)[CH:5]=[C:6]([Cl:8])[CH:7]=1.[OH-].[Li+]>O1CCCC1.O>[Cl:1][C:2]1[CH:3]=[C:4]([C:9]2[CH2:13][C:12]([C:18]3[CH:27]=[CH:26][C:21]([C:22]([OH:24])=[O:23])=[C:20]([N+:28]([O-:30])=[O:29])[CH:19]=3)([C:14]([F:15])([F:17])[F:16])[O:11][N:10]=2)[CH:5]=[C:6]([Cl:8])[CH:7]=1 |f:1.2|. Procedure: A solution of methyl 4-[3-(3,5-dichlorophenyl)-5-trifluoromethyl-4,5-dihydro-isoxazol-5-yl]-2-nitrobenzoate (1 g, 0.43 mmol) and lithium hydroxide (73 mg) in tetrahydrofuran (20 ml) and water (10 ml) was stirred for 1 hour at room temperature. Tetrahydrofuran was then removed and the residue was extracted with ethyl acetate (2×25 ml). The combined organic layers were dried over sodium sulfate and concentrated to give 4-[3-(3,5-dichlorophenyl)-5-trifluoromethyl-4,5-dihydro-isoxazol-5-yl]-2-nitrob...